Dataset: the Open Reaction Database (ORD), a public repository of structured organic reaction records. Task: describe an organic reaction: reactants, conditions, products, and yield The reactants are CCOC(=O)c1cccc2oc(C)nc12, CO, Cl, [K+], [OH-]. Yields the product Cc1nc2c(C(=O)O)cccc2o1. As a reaction SMILES: [CH2:3]([CH3:4])[O:5][C:6](=[O:7])[c:8]1[cH:9][cH:10][cH:11][c:12]2[c:13]1[n:14][c:15]([CH3:17])[o:16]2.[CH3:19][OH:20].[ClH:18].[K+:2].[OH-:1]>>[O:5]=[C:6]([OH:7])[c:8]1[cH:9][cH:10][cH:11][c:12]2[c:13]1[n:14][c:15]([CH3:17])[o:16]2. The reactants are NCCCNC=1C=CC=C2C=C(NC12)C(=O)N=C(NC)N (7-[(3-aminopropyl)amino]-1-methyl-2-indoloylguanidine), Cl (hydrochloride), Cl.CO (hydrochloric acid methanol). Product: Cl.Cl.NCCCNC=1C=CC=C2C=C(NC12)C(=O)N=C(NC)N (7-[(3-aminopropyl)amino]-1-methyl-2-indoloylguanidine dihydrochloride). As a reaction SMILES: [NH2:1][CH2:2][CH2:3][CH2:4][NH:5][C:6]1[CH:7]=[CH:8][CH:9]=[C:10]2[C:14]=1[NH:13][C:12]([C:15]([N:17]=[C:18]([NH2:21])[NH:19][CH3:20])=[O:16])=[CH:11]2.[ClH:22].Cl.CO>>[ClH:22].[ClH:22].[NH2:1][CH2:2][CH2:3][CH2:4][NH:5][C:6]1[CH:7]=[CH:8][CH:9]=[C:10]2[C:14]=1[NH:13][C:12]([C:15]([N:17]=[C:18]([NH2:21])[NH:19][CH3:20])=[O:16])=[CH:11]2 |f:2.3,4.5.6|. Procedure: After 0.04 g (0.10 mmol) of 7-[(3-tert-butoxycarbonylaminopropyl)amino]-1-methyl-2-indoloylguanidine was dissolved in 2 ml of hydrochloric acid/methanol, the solution was stirred at room temperature for 4 hours. The solvent was distilled off under reduced pressure. After 2N sodium hydroxide aqueous solution was added to the residue thus obtained, the mixture was extracted three times with chloroform. The combined extracts were dried over anhydrous sodium sulfate. The solvent was then distilled o... Starting materials: COc1ccc(CN2Cc3c(-c4nc(C5CC5)no4)ncn3-c3ccc(C)cc3C2=O)c(OC)c1, ClCCl, O=S(=O)(O)C(F)(F)F, O=C(O)C(F)(F)F. Yields the product Cc1ccc2c(c1)C(=O)NCc1c(-c3nc(C4CC4)no3)ncn1-2. As a reaction SMILES: [CH:1]1([c:4]2[n:5][o:6][c:7](-[c:9]3[n:10][cH:11][n:12]4[c:18]3[CH2:17][N:16]([CH2:19][c:20]3[cH:21][cH:22][c:23]([O:24][CH3:25])[cH:26][c:27]3[O:28][CH3:29])[C:15](=[O:30])[c:14]3[c:13]-4[cH:34][cH:33][c:32]([CH3:35])[cH:31]3)[n:8]2)[CH2:2][CH2:3]1.[Cl:44][CH2:45][Cl:46].[OH:36][S:37]([C:38]([F:39])([F:40])[F:41])(=[O:42])=[O:43].[OH:47][C:48]([C:49]([F:50])([F:51])[F:52])=[O:53]>>[CH:1]1([c:4]2[n:5][o:6][c:7](-[c:9]3[n:10][cH:11][n:12]4[c:18]3[CH2:17][NH:16][C:15](=[O:30])[c:14]3[c:13]-4[cH:34][cH:33][c:32]([CH3:35])[cH:31]3)[n:8]2)[CH2:2][CH2:3]1. RXN SMILES: [CH2:1]([CH:2]([CH3:3])[CH3:4])[CH:5]1[N:6]([C:13]([O:14][C:15]([CH3:16])([CH3:17])[CH3:18])=[O:19])[C:7](=[O:12])[CH2:8][C:9](=[O:11])[CH2:10]1.[ClH:26].[O:20]1[CH2:21][CH2:22][O:23][CH2:24][CH2:25]1>>[CH2:1]([CH:2]([CH3:3])[CH3:4])[CH:5]1[NH:6][C:7](=[O:12])[CH2:8][C:9](=[O:11])[CH2:10]1. Reactants: CC(C)CC1CC(=O)CC(=O)N1C(=O)OC(C)(C)C, Cl, C1COCCO1. The product is CC(C)CC1CC(=O)CC(=O)N1.